From a dataset of the Open Reaction Database (ORD), a public repository of structured organic reaction records. describe an organic reaction: reactants, conditions, products, and yield The reactants are COC1=CC=C(C=C1)CCCC#N (4-(4-methoxyphenyl)butyronitrile), B#B (diborane). Product: COC1=CC=C(C=C1)CCCCN (4-(4-methoxyphenyl)butylamine). Reaction SMILES: [CH3:1][O:2][C:3]1[CH:8]=[CH:7][C:6]([CH2:9][CH2:10][CH2:11][C:12]#[N:13])=[CH:5][CH:4]=1.B#B>>[CH3:1][O:2][C:3]1[CH:8]=[CH:7][C:6]([CH2:9][CH2:10][CH2:11][CH2:12][NH2:13])=[CH:5][CH:4]=1. Procedure details: Reduction of the butyronitrile by reaction with diborane gave 4-(4-methoxyphenyl)butylamine. Starting materials: ClC1=CC(=C(C=C1Cl)CC(=O)NCCCN(C1CC2=CC(=C(C=C2CC1)OC)OC)C)[N+](=O)[O-] (1-[2-(4,5-dichloro-2-nitro-phenyl)-1-oxo-ethylamino]-3-[N-methyl-N-(6,7-dimethoxy-1,2,3,4-tetrahydronaphth-2-yl)-amino]-propane), O.NN (hydrazine hydrate). Reagents/catalysts: [Ni] (Raney nickel). The solvent is CO (methanol). Product: NC1=C(C=C(C(=C1)Cl)Cl)CC(=O)NCCCN(C1CC2=CC(=C(C=C2CC1)OC)OC)C (1-[2-(2-Amino-4,5-dichlorophenyl)-1-oxo-ethylamino]-3-[N-methyl-N-(6,7-dimethoxy-1,2,3,4-tetrahydronaphth-2-yl)-amino]-propane). Reaction SMILES: [Cl:1][C:2]1[C:7]([Cl:8])=[CH:6][C:5]([CH2:9][C:10]([NH:12][CH2:13][CH2:14][CH2:15][N:16]([CH3:31])[CH:17]2[CH2:26][CH2:25][C:24]3[C:19](=[CH:20][C:21]([O:29][CH3:30])=[C:22]([O:27][CH3:28])[CH:23]=3)[CH2:18]2)=[O:11])=[C:4]([N+:32]([O-])=O)[CH:3]=1.O.NN>CO.[Ni]>[NH2:32][C:4]1[CH:3]=[C:2]([Cl:1])[C:7]([Cl:8])=[CH:6][C:5]=1[CH2:9][C:10]([NH:12][CH2:13][CH2:14][CH2:15][N:16]([CH3:31])[CH:17]1[CH2:26][CH2:25][C:24]2[C:19](=[CH:20][C:21]([O:29][CH3:30])=[C:22]([O:27][CH3:28])[CH:23]=2)[CH2:18]1)=[O:11] |f:1.2|. Procedure: Here, 1-[2-(4,5-dichloro-2-nitro-phenyl)-1-oxo-ethylamino]-3-[N-methyl-N-(6,7-dimethoxy-1,2,3,4-tetrahydronaphth-2-yl)-amino]-propane (15.8 g, 0.031 mol) is dissolved in methanol (300 ml) and mixed with 98% hydrazine hydrate (4.65 ml). Raney nickel (2 g) is added in batches with stirring. Then the mixture is stirred for 2 hours at ambient temperature, the catalyst is filtered off and the filtrate is concentrated by evaporation in vacuo. The viscous residue is purified by column chromatography ov... Reactants: CS(=O)(=O)Cl (Methanesulphonyl chloride), COC1=C(OCCO)C(=CC=C1)OC (2-[2,6-dimethoxyphenoxy]ethanol). Run in N1=CC=CC=C1 (pyridine). Reaction conditions: time 60 hour. Product: S(C)(=O)(=O)OCCOC1=C(C=CC=C1OC)OC (2-[2,6-dimethoxyphenoxy]-ethyl mesylate). The yield is 40.5%. Reaction SMILES: [CH3:1][S:2](Cl)(=[O:4])=[O:3].[CH3:6][O:7][C:8]1[CH:17]=[CH:16][CH:15]=[C:14]([O:18][CH3:19])[C:9]=1[O:10][CH2:11][CH2:12][OH:13]>N1C=CC=CC=1>[S:2]([O:13][CH2:12][CH2:11][O:10][C:9]1[C:8]([O:7][CH3:6])=[CH:17][CH:16]=[CH:15][C:14]=1[O:18][CH3:19])(=[O:4])(=[O:3])[CH3:1]. Reported procedure: Methanesulphonyl chloride (23 g.) was added dropwise to a stirred solution of 2-[2,6-dimethoxyphenoxy]ethanol (20 g.) (J. Med. Chem. 1969, 12, 326) in pyridine (50 ml.). The solution was left at room temperature for 60 hours, then the solvent evaporated under reduced pressure. The residue was taken up in chloroform, washed with water (3×100 ml.) and sodium bicarbonate solution (5%, 3×100 ml.), dried and the solvent evaporated. The residue was triturated with n-hexane and the solid collected to g...